Dataset: the Open Reaction Database (ORD), a public repository of structured organic reaction records. Task: describe an organic reaction: reactants, conditions, products, and yield The reactants are C(C)S(=O)(=O)N[C@@H](CC(C)C)C(=O)OC (EtSO2-Leu-OMe), N1[C@H](C(=O)OCC2=CC=CC=C2)CCC1 (H-Pro-OBzl). Yields the product C(C)S(=O)(=O)N[C@@H](CC(C)C)C(=O)N1[C@H](C(=O)O)CCC1 (EtSO2-Leu-Pro-OH). Reaction SMILES: [CH2:1]([S:3]([NH:6][C@H:7]([C:12]([O:14]C)=O)[CH2:8][CH:9]([CH3:11])[CH3:10])(=[O:5])=[O:4])[CH3:2].[NH:16]1[CH2:30][CH2:29][CH2:28][C@H:17]1[C:18]([O:20]CC1C=CC=CC=1)=[O:19]>>[CH2:1]([S:3]([NH:6][C@H:7]([C:12]([N:16]1[CH2:30][CH2:29][CH2:28][C@H:17]1[C:18]([OH:20])=[O:19])=[O:14])[CH2:8][CH:9]([CH3:10])[CH3:11])(=[O:4])=[O:5])[CH3:2]. Reported procedure: EtSO2-Leu-OMe (3.3 g) was saponified (procedure example 1), coupled with H-Pro-OBzl (procedure example 23) and the resulting dipetide was hydrogenated (procedure example 23) using the indicated procedures to give 3.4 g of the title compound. The reactants are O=C(NC(O)C(Cl)(Cl)Cl)c1ccc(Br)cc1, NC(=O)c1ccc(Br)cc1, C1CCOC1, ClC(Cl)Cl, O=CC(Cl)(Cl)Cl. The product is O=C(NC(Cl)C(Cl)(Cl)Cl)c1ccc(Br)cc1. RXN SMILES: [Br:17][c:18]1[cH:19][cH:20][c:21]([C:22](=[O:23])[NH:24][CH:25]([C:26]([Cl:27])([Cl:28])[Cl:29])[OH:30])[cH:31][cH:32]1.[Br:1][c:2]1[cH:3][cH:4][c:5]([C:6]([NH2:7])=[O:8])[cH:9][cH:10]1.[CH2:33]1[O:34][CH2:35][CH2:36][CH2:37]1.[CH:38]([Cl:39])([Cl:40])[Cl:41].[O:11]=[CH:12][C:13]([Cl:14])([Cl:15])[Cl:16]>>[Cl:14][CH:25]([NH:24][C:22]([c:21]1[cH:20][cH:19][c:18]([Br:17])[cH:32][cH:31]1)=[O:23])[C:26]([Cl:27])([Cl:28])[Cl:29]. Reactants: COC1=CC=C(CN(C2=NC=CC=C2)CCN(CCCN)C)C=C1 (N-[2-[N-(4-methoxybenzyl)-N-(2-pyridyl)amino]ethyl]-N-methyl-1,3-propanediamine), C(=O)(N1C=NC=C1)N1C=NC=C1 (1,1'-carbonyldiimidazole), N1(CCCCC1)CC=1C=C(OCCCN)C=CC1 (3-[3-(piperidinomethyl)phenoxy]propylamine). The product is COC1=CC=C(CN(C2=NC=CC=C2)CCN(C)CCCNC(=O)NCCCOC2=CC(=CC=C2)CN2CCCCC2)C=C1 (N-[3-[N-[2-[N-(4-methoxybenzyl)-N-(2-pyridyl)amino]ethyl]-N-methylamino]propyl]-N'-[3-[3-(piperidinomethyl)phenoxy]propyl]urea). As a reaction SMILES: [CH3:1][O:2][C:3]1[CH:24]=[CH:23][C:6]([CH2:7][N:8]([CH2:15][CH2:16][N:17]([CH3:22])[CH2:18][CH2:19][CH2:20][NH2:21])[C:9]2[CH:14]=[CH:13][CH:12]=[CH:11][N:10]=2)=[CH:5][CH:4]=1.[C:25](N1C=CN=C1)(N1C=CN=C1)=[O:26].[N:37]1([CH2:43][C:44]2[CH:45]=[C:46]([CH:52]=[CH:53][CH:54]=2)[O:47][CH2:48][CH2:49][CH2:50][NH2:51])[CH2:42][CH2:41][CH2:40][CH2:39][CH2:38]1>>[CH3:1][O:2][C:3]1[CH:24]=[CH:23][C:6]([CH2:7][N:8]([CH2:15][CH2:16][N:17]([CH2:18][CH2:19][CH2:20][NH:21][C:25]([NH:51][CH2:50][CH2:49][CH2:48][O:47][C:46]2[CH:52]=[CH:53][CH:54]=[C:44]([CH2:43][N:37]3[CH2:42][CH2:41][CH2:40][CH2:39][CH2:38]3)[CH:45]=2)=[O:26])[CH3:22])[C:9]2[CH:14]=[CH:13][CH:12]=[CH:11][N:10]=2)=[CH:5][CH:4]=1. Procedure details: Preparation is effected analogously to Example 63, using 0.54 g (1.65 mmol) of N-[2-[N-(4-methoxybenzyl)-N-(2-pyridyl)amino]ethyl]-N-methyl-1,3-propanediamine and the equimolar amounts of 1,1'-carbonyldiimidazole and 3-[3-(piperidinomethyl)phenoxy]propylamine as starting materials. Working up by chromatography analogously to Example 63 yields the purified title compound in the form of a viscous oil; MS (+FAB method): m/z (rel. int. [%])=603 ([M+H]+, 10), 121 (100); IR (KBr): 1639 cm-1 (C=O). For... Starting materials: C(C1=CC=NC=C1)(=O)C1=C(C(=O)O)C=CC=C1 (2-(isonicotinoyl)benzoic acid), CNN (methyl hydrazine). The solvent is C1(=CC=CC=C1)C (toluene). Product: CN1C(C2=CC=CC=C2C(=N1)C1=CC=NC=C1)=O (2-methyl-4-(4-pyridyl)-1-(2H)-phthalazinone). Isolated yield 81.2%. RXN SMILES: [C:1]([C:9]1[CH:17]=[CH:16][CH:15]=[CH:14][C:10]=1[C:11](O)=[O:12])(=O)[C:2]1[CH:7]=[CH:6][N:5]=[CH:4][CH:3]=1.[CH3:18][NH:19][NH2:20]>C1(C)C=CC=CC=1>[CH3:18][N:19]1[N:20]=[C:1]([C:2]2[CH:7]=[CH:6][N:5]=[CH:4][CH:3]=2)[C:9]2[C:10](=[CH:14][CH:15]=[CH:16][CH:17]=2)[C:11]1=[O:12]. Procedure details: To a suspension of 2-(isonicotinoyl)benzoic acid (10.0 g, 44.1 mmol) in toluene (50 mL) was added methyl hydrazine (2.59 mL, 48.6 mmol). The mixture was heated to reflux while collecting water in a Dean-Stark trap for 6 hours. Additional methylhydrazine (2.59 mL) was added and the mixture was heated to reflux for another 5 hours. The reaction mixture was cooled to room temperature and the product was collected by filtration. The product was recrystallized from hot methanol to afford 8.5 g (81%) ... Reactants: COC(=O)C=1C=C(C=O)C=CC1 (m-methoxycarbonylbenzaldehyde), C(CC(=O)C)(=O)OCCN1CCN(CC1)C(C1=CC=C(C=C1)C)C1=CC=C(C=C1)C (2-[4-(4,4'-dimethylbenzhydryl)-1-piperazinyl]ethyl acetoacetate), N\C(=C/C(=O)OCC)\C (ethyl 3-aminocrotonate). Solvent: C(C)(C)O (isopropyl alcohol). Product: COC(=O)C=1C=C(C=CC1)C1C(=C(NC(=C1C(=O)OCC)C)C)C(=O)OCCN1CCN(CC1)C(C1=CC=C(C=C1)C)C1=CC=C(C=C1)C (2-[4-(4,4'-dimethylbenzhydryl)-1-piperazinyl]ethyl ethy 4-(3-methoxycarbonylphenyl)-2,6-dimethyl-1,4-dihydropyridine-3,5-dicarboxylate). The yield is 47.5%. RXN SMILES: [CH3:1][O:2][C:3]([C:5]1[CH:6]=[C:7]([CH:10]=[CH:11][CH:12]=1)[CH:8]=O)=[O:4].[C:13]([O:19][CH2:20][CH2:21][N:22]1[CH2:27][CH2:26][N:25]([CH:28]([C:36]2[CH:41]=[CH:40][C:39]([CH3:42])=[CH:38][CH:37]=2)[C:29]2[CH:34]=[CH:33][C:32]([CH3:35])=[CH:31][CH:30]=2)[CH2:24][CH2:23]1)(=[O:18])[CH2:14][C:15]([CH3:17])=O.[NH2:43]/[C:44](/[CH3:51])=[CH:45]\[C:46]([O:48][CH2:49][CH3:50])=[O:47]>C(O)(C)C>[CH3:1][O:2][C:3]([C:5]1[CH:6]=[C:7]([CH:8]2[C:45]([C:46]([O:48][CH2:49][CH3:50])=[O:47])=[C:44]([CH3:51])[NH:43][C:15]([CH3:17])=[C:14]2[C:13]([O:19][CH2:20][CH2:21][N:22]2[CH2:27][CH2:26][N:25]([CH:28]([C:29]3[CH:30]=[CH:31][C:32]([CH3:35])=[CH:33][CH:34]=3)[C:36]3[CH:37]=[CH:38][C:39]([CH3:42])=[CH:40][CH:41]=3)[CH2:24][CH2:23]2)=[O:18])[CH:10]=[CH:11][CH:12]=1)=[O:4]. Procedure details: A mixture of m-methoxycarbonylbenzaldehyde, 2-[4-(4,4'-dimethylbenzhydryl)-1-piperazinyl]ethyl acetoacetate and ethyl 3-aminocrotonate was worked up in isopropyl alcohol in the same manner as Example 1 to give 2-[4-(4,4'-dimethylbenzhydryl)-1-piperazinyl]ethyl ethy 4-(3-methoxycarbonylphenyl)-2,6-dimethyl-1,4-dihydropyridine-3,5-dicarboxylate as a light yellow powder, m.p. 80°-83° C. (sintering). Yield 47.5%. IR(Nujol)cm-1 : 3330, 1720, 1690. NMR(CDCl3) δ: 1.17(3H,t,J=7,--CH2CH3), 2.25(6H,s, ##S...